The task is: describe an organic reaction: reactants, conditions, products, and yield. This data is from the Open Reaction Database (ORD), a public repository of structured organic reaction records. Starting materials: C(#CCCCCCCCC)C1=CC=C(CNCC2=CC=C(OCC(=O)OC)C=C2)C=C1 (methyl (4-{[(4-dec-1-ynylbenzyl)amino]methyl}phenoxy)acetate), C(CCCCC)(=O)Cl (hexanoyl chloride). Yields the product C(#CCCCCCCCC)C1=CC=C(CN(C(CCCCC)=O)CC2=CC=C(OCC(=O)OC)C=C2)C=C1 (methyl (4-{[(4-dec-1-ynylbenzyl) (hexanoyl)amino]methyl}phenoxy)acetate). As a reaction SMILES: [C:1]([C:11]1[CH:31]=[CH:30][C:14]([CH2:15][NH:16][CH2:17][C:18]2[CH:29]=[CH:28][C:21]([O:22][CH2:23][C:24]([O:26][CH3:27])=[O:25])=[CH:20][CH:19]=2)=[CH:13][CH:12]=1)#[C:2][CH2:3][CH2:4][CH2:5][CH2:6][CH2:7][CH2:8][CH2:9][CH3:10].[C:32](Cl)(=[O:38])[CH2:33][CH2:34][CH2:35][CH2:36][CH3:37]>>[C:1]([C:11]1[CH:31]=[CH:30][C:14]([CH2:15][N:16]([CH2:17][C:18]2[CH:29]=[CH:28][C:21]([O:22][CH2:23][C:24]([O:26][CH3:27])=[O:25])=[CH:20][CH:19]=2)[C:32](=[O:38])[CH2:33][CH2:34][CH2:35][CH2:36][CH3:37])=[CH:13][CH:12]=1)#[C:2][CH2:3][CH2:4][CH2:5][CH2:6][CH2:7][CH2:8][CH2:9][CH3:10]. Reported procedure: The title compound was prepared following the procedure G using methyl (4-{[(4-dec-1-ynylbenzyl)amino]methyl}phenoxy)acetate and hexanoyl chloride (purification by flash chromatography on SiO2, c-Hex/EtOAc 9:1) as a colorless oil (63%). M+ (ESI): 520.6. HPLC, Rt: 6.2 min (purity: 99.30%). 1H NMR (CDCl3) δ: 7.39 (d, J=8.3 Hz, 1H), 7.34 (d, J=7.9 Hz, 1H), 7.16-7.05 (m, 4H), 6.91 (d, J=8.7 Hz. 1H), 6.85 (d, J=8.7 Hz, 1H), 4.65 (s, 1H), 4.63 (s, 1H), 4.54 (s, 1H), 4.52 (s, 1H), 4.40 (s, 1H), 4.36 (s... Starting materials: COC([C@@H](C)OC1=CC(=C(C=C1)C#N)F)=O ((R)-2-(4-cyano-3-fluoro-phenoxy)-propionic acid methyl ester), [OH-].[Li+] (lithium hydroxide). Solvent: O1CCCC1.CO (tetrahydrofuran methanol). The yield is 98.3%. Procedure: To a stirred solution of (R)-2-(4-cyano-3-fluoro-phenoxy)-propionic acid methyl ester (0.40 g, 1.8 mmol) in 50 mL 1:1 tetrahydrofuran/methanol at room temperature was added lithium hydroxide (5.5 mL 1 M aqueous solution, 5.5 mmol) and the solution was stirred over night. The reaction was quenched into dilute aqueous hydrochloric acid and extracted with ethyl acetate. The organic layers were pooled and washed with brine, dried (Na2SO4) and concentrated in vacuo to afford a colorless oil (0.37 g, ... Reaction SMILES: C[O:2][C:3](=[O:16])[C@H:4]([O:6][C:7]1[CH:12]=[CH:11][C:10]([C:13]#[N:14])=[C:9]([F:15])[CH:8]=1)[CH3:5].[OH-].[Li+]>O1CCCC1.CO>[C:13]([C:10]1[CH:11]=[CH:12][C:7]([O:6][C@H:4]([CH3:5])[C:3]([OH:16])=[O:2])=[CH:8][C:9]=1[F:15])#[N:14] |f:1.2,3.4|. The product is C(#N)C1=C(C=C(O[C@@H](C(=O)O)C)C=C1)F ((R)-2-(4-Cyano-3-fluoro-phenoxy)-propionic acid). The reactants are S(=S)(=O)([O-])[O-].[Na+].[Na+] (sodium thiosulfate), COC1=CC=C(C=C1)C1=C(C2=C(S1=O)C=C(C=C2)OC(N(CC)CC)=O)OC2=CC=C(C=C2)OCCN2CCCCC2 (diethyl-carbamic acid 2-(4-methoxy-phenyl)-1-oxo-3-[4-(2-piperidin-1-yl-ethoxy)-phenoxy]-1H-1Lambda*4*-benzo[b]thiophen-6-yl ester), CO (methanol), Cl (hydrogen chloride). Run in CCCCCCC (heptane), COC(C)(C)C (t-butyl methyl ether). Conditions: temperature 30 celsius, time 30 minute. Yields the product COC1=CC=C(C=C1)C1=C(C2=C(S1)C=C(C=C2)OC(N(CC)CC)=O)OC2=CC=C(C=C2)OCCN2CCCCC2 (diethyl-carbamic acid 2-(4-methoxy-phenyl)-3-[4-(2-piperidin-1-yl-ethoxy)-phenoxy]-benzo[b]thiophen-6-yl ester). Yield: 74.0%. As a reaction SMILES: [CH3:1][O:2][C:3]1[CH:8]=[CH:7][C:6]([C:9]2[S:13](=O)[C:12]3[CH:15]=[C:16]([O:19][C:20](=[O:26])[N:21]([CH2:24][CH3:25])[CH2:22][CH3:23])[CH:17]=[CH:18][C:11]=3[C:10]=2[O:27][C:28]2[CH:33]=[CH:32][C:31]([O:34][CH2:35][CH2:36][N:37]3[CH2:42][CH2:41][CH2:40][CH2:39][CH2:38]3)=[CH:30][CH:29]=2)=[CH:5][CH:4]=1.CO.Cl.S([O-])([O-])(=O)=S.[Na+].[Na+]>CCCCCCC.COC(C)(C)C>[CH3:1][O:2][C:3]1[CH:4]=[CH:5][C:6]([C:9]2[S:13][C:12]3[CH:15]=[C:16]([O:19][C:20](=[O:26])[N:21]([CH2:22][CH3:23])[CH2:24][CH3:25])[CH:17]=[CH:18][C:11]=3[C:10]=2[O:27][C:28]2[CH:29]=[CH:30][C:31]([O:34][CH2:35][CH2:36][N:37]3[CH2:42][CH2:41][CH2:40][CH2:39][CH2:38]3)=[CH:32][CH:33]=2)=[CH:7][CH:8]=1 |f:3.4.5|. Reported procedure: To a 500 mL flask (fitted with a stir bar) add diethyl-carbamic acid 2-(4-methoxy-phenyl)-1-oxo-3-[4-(2-piperidin-1-yl-ethoxy)-phenoxy]-1H-1Lambda*4*-benzo[b]thiophen-6-yl ester (8.46 mmoles; 5.00 g) and methanol (50.00 mL) at ambient temperature. To the resulting yellow slurry, add 36.5% hydrogen chloride (67.71 mmoles; 5.82 mL; 6.76 g) dropwise over 10 minutes to form a yellow solution. Then add solid sodium thiosulfate (25.39 mmoles; 4.06 g). Stir the resulting yellow mixture at 30° C. for 30... Starting materials: COC(Cc1c(C(C)(C)C)[nH]c2cc([N+](=O)[O-])ccc12)OC, CO, [OH-], [OH-], [Pd+2]. Product: COC(Cc1c(C(C)(C)C)[nH]c2cc(N)ccc12)OC. Reaction SMILES: [C:1]([CH3:2])([CH3:3])([CH3:4])[c:5]1[nH:6][c:7]2[cH:8][c:9]([N+:20]([O-:21])=[O:22])[cH:10][cH:11][c:12]2[c:13]1[CH2:14][CH:15]([O:16][CH3:17])[O:18][CH3:19].[CH3:23][OH:24].[OH-:25].[OH-:27].[Pd+2:26]>>[C:1]([CH3:2])([CH3:3])([CH3:4])[c:5]1[nH:6][c:7]2[cH:8][c:9]([NH2:20])[cH:10][cH:11][c:12]2[c:13]1[CH2:14][CH:15]([O:16][CH3:17])[O:18][CH3:19]. The reactants are CN(C1CN(C1)C1=CC(=C(C=C1[N+](=O)[O-])NC1=NC=C(C(=N1)C1=CN(C2=CC=CC=C12)C)C)OC)C (N-[4-(3-dimethylaminoazetidin-1-yl)-2-methoxy-5-nitrophenyl]-5-methyl-4-(1-methylindol-3-yl)pyrimidin-2-amine), CN(C1CN(C1)C1=CC(=C(C=C1[N+](=O)[O-])NC1=NC=C(C(=N1)C1=CN(C2=CC=CC=C12)C)C)OC)C (N-[4-(3-dimethylaminoazetidin-1-yl)-2-methoxy-5-nitrophenyl]-5-methyl-4-(1-methylindol-3-yl)pyrimidin-2-amine), [NH4+].[Cl-] (NH4Cl). The reagents and catalysts are [Fe] (iron). Run in C(C)O (ethanol), O (water). The product is CN(C1CN(C1)C1=C(C=C(C(=C1)OC)NC1=NC=C(C(=N1)C1=CN(C2=CC=CC=C12)C)C)N)C (4-(3-Dimethylaminoazetidin-1-yl)-6-methoxy-N-[5-methyl-4-(1-methylindol-3-yl)pyrimidin-2-yl]benzene-1,3-diamine). Isolated yield 68.6%. RXN SMILES: [CH3:1][N:2]([CH3:36])[CH:3]1[CH2:6][N:5]([C:7]2[C:12]([N+:13]([O-])=O)=[CH:11][C:10]([NH:16][C:17]3[N:22]=[C:21]([C:23]4[C:31]5[C:26](=[CH:27][CH:28]=[CH:29][CH:30]=5)[N:25]([CH3:32])[CH:24]=4)[C:20]([CH3:33])=[CH:19][N:18]=3)=[C:9]([O:34][CH3:35])[CH:8]=2)[CH2:4]1.[NH4+].[Cl-]>C(O)C.O.[Fe]>[CH3:36][N:2]([CH3:1])[CH:3]1[CH2:4][N:5]([C:7]2[CH:8]=[C:9]([O:34][CH3:35])[C:10]([NH:16][C:17]3[N:22]=[C:21]([C:23]4[C:31]5[C:26](=[CH:27][CH:28]=[CH:29][CH:30]=5)[N:25]([CH3:32])[CH:24]=4)[C:20]([CH3:33])=[CH:19][N:18]=3)=[CH:11][C:12]=2[NH2:13])[CH2:6]1 |f:1.2|. Procedure details: A mixture of N-[4-(3-dimethylaminoazetidin-1-yl)-2-methoxy-5-nitrophenyl]-5-methyl-4-(1-methylindol-3-yl)pyrimidin-2-amine (Intermediate 115, 210 mg, 0.43 mmol), iron (144 mg, 2.58 mmol) and NH4Cl (16.13 mg, 0.30 mmol) in ethanol (6 mL) and water (2 mL) were heated at reflux for 2 h. The crude mixture was purified by ion exchange chromatography, using an SCX column and eluting with 7M methanolic ammonia. Appropriate fractions were combined and concentrated in vacuo onto silica. Further purificat... The reactants are CCO, COC(=O)c1ccc(NC(c2oc3ccc(F)cc3c2C)C2CCCCC2)cn1, [Na+], C1CCOC1, [OH-]. Yields the product Cc1c(C(Nc2ccc(C(=O)O)nc2)C2CCCCC2)oc2ccc(F)cc12. RXN SMILES: [CH3:30][CH2:31][OH:32].[CH:1]1([CH:7]([c:8]2[o:9][c:10]3[c:11]([c:12]2[CH3:13])[cH:14][c:15]([F:18])[cH:16][cH:17]3)[NH:19][c:20]2[cH:21][cH:22][c:23]([C:26](=[O:27])[O:28][CH3:29])[n:24][cH:25]2)[CH2:2][CH2:3][CH2:4][CH2:5][CH2:6]1.[Na+:34].[O:35]1[CH2:36][CH2:37][CH2:38][CH2:39]1.[OH-:33]>>[CH:1]1([CH:7]([c:8]2[o:9][c:10]3[c:11]([c:12]2[CH3:13])[cH:14][c:15]([F:18])[cH:16][cH:17]3)[NH:19][c:20]2[cH:21][cH:22][c:23]([C:26](=[O:27])[OH:28])[n:24][cH:25]2)[CH2:2][CH2:3][CH2:4][CH2:5][CH2:6]1. The reactants are C(=O)([O-])[O-].[K+].[K+] (K2CO3), C[C@H]1NC(C2=C1NC(=C2)B2OC(C(O2)(C)C)(C)C)=O ((R)-6-methyl-2-(4,4,5,5-tetramethyl-1,3,2-dioxaborolan-2-yl)-5,6-dihydropyrrolo[3,4-b]pyrrol-4(1H)-one), BrC=1C=CC=C2C(N(C(=NC12)NC(C)(C)C)CC(F)(F)F)=O (8-Bromo-2-(tert-butylamino)-3-(2,2,2-trifluoroethyl)quinazolin-4(3H)-one). Reagents/catalysts: C(C)(C)(C)C=1C(=C(C=CC1NC)[Pd]Cl)C(C)(C)C ((di-t-butyl-p-methylaminophenyl]palladium(II) chloride). Yields the product C(C)(C)(C)NC1=NC2=C(C=CC=C2C(N1CC(F)(F)F)=O)C1=CC2=C(N1)[C@H](NC2=O)C (2-(tert-Butylamino)-8-((6R)-6-methyl-4-oxo-1,4,5,6-tetrahydropyrrolo[3,4-b]pyrrol-2-yl)-3-(2,2,2-trifluoroethyl)-4(3H)-quinazolinone). Isolated yield 26.6%. RXN SMILES: C([O-])([O-])=O.[K+].[K+].[CH3:7][C@@H:8]1[C:12]2[NH:13][C:14](B3OC(C)(C)C(C)(C)O3)=[CH:15][C:11]=2[C:10](=[O:25])[NH:9]1.Br[C:27]1[CH:28]=[CH:29][CH:30]=[C:31]2[C:36]=1[N:35]=[C:34]([NH:37][C:38]([CH3:41])([CH3:40])[CH3:39])[N:33]([CH2:42][C:43]([F:46])([F:45])[F:44])[C:32]2=[O:47]>C(C1C(C(C)(C)C)=C([Pd]Cl)C=CC=1NC)(C)(C)C>[C:38]([NH:37][C:34]1[N:33]([CH2:42][C:43]([F:46])([F:44])[F:45])[C:32](=[O:47])[C:31]2[C:36](=[C:27]([C:14]3[NH:13][C:12]4[C@@H:8]([CH3:7])[NH:9][C:10](=[O:25])[C:11]=4[CH:15]=3)[CH:28]=[CH:29][CH:30]=2)[N:35]=1)([CH3:41])([CH3:39])[CH3:40] |f:0.1.2|. Procedure: 2-(tert-Butylamino)-8-((6R)-6-methyl-4-oxo-1,4,5,6-tetrahydropyrrolo[3,4-b]pyrrol-2-yl)-3-(2,2,2-trifluoroethyl)-4(3H)-quinazolinone (501) as a yellow solid (32 mg, 26%) was prepared according the procedures described for 408, using 1,1-bis[(di-t-butyl-p-methylaminophenyl]palladium(II) chloride (9.8 mg, 0.014 mmol, Sigma Aldrich), K2CO3 (153 mg, 1.111 mmol, Sigma Aldrich), (R)-6-methyl-2-(4,4,5,5-tetramethyl-1,3,2-dioxaborolan-2-yl)-5,6-dihydropyrrolo[3,4-b]pyrrol-4(1H)-one (146 mg, 0.555 mmol, ... The reactants are [H-], CI, [Na+], CC(c1ccccc1)N1CC(C(=O)OC(C)(C)C)CC1=O, O=C(O)CC(O)(CC(=O)O)C(=O)O. Product: CC(c1ccccc1)N1CC(C)(C(=O)OC(C)(C)C)CC1=O. RXN SMILES: [H-:3].[I:1][CH3:2].[Na+:4].[O:5]=[C:6]1[CH2:7][CH:8]([C:19](=[O:20])[O:21][C:22]([CH3:23])([CH3:24])[CH3:25])[CH2:9][N:10]1[CH:11]([CH3:12])[c:13]1[cH:14][cH:15][cH:16][cH:17][cH:18]1.[OH:26][C:27]([CH2:28][C:29]([C:30](=[O:31])[OH:32])([CH2:33][C:34](=[O:35])[OH:36])[OH:37])=[O:38]>>[O:5]=[C:6]1[CH2:7][C:8]([C:19](=[O:20])[O:21][C:22]([CH3:23])([CH3:24])[CH3:25])([CH3:27])[CH2:9][N:10]1[CH:11]([CH3:12])[c:13]1[cH:14][cH:15][cH:16][cH:17][cH:18]1. The reactants are O.Cl.N1CCC(CC1)=O (4-piperidone hydrochloride monohydrate), Cl.NO (hydroxylamine hydrochloride), C(C)(=O)[O-].[Na+] (sodium acetate). Solvent: CO (methanol). Yields the product Cl.ON=C1CCNCC1 (4-hydroxyiminopiperidine hydrochloride). Isolated yield 29.9%. RXN SMILES: [OH2:1].[ClH:2].[NH:3]1[CH2:8][CH2:7][C:6](=O)[CH2:5][CH2:4]1.Cl.[NH2:11]O.C([O-])(=O)C.[Na+]>CO>[ClH:2].[OH:1][N:11]=[C:6]1[CH2:7][CH2:8][NH:3][CH2:4][CH2:5]1 |f:0.1.2,3.4,5.6,8.9|. Procedure: 1.54 g (10.0 mmol) of 4-piperidone hydrochloride monohydrate was refluxed for one hour in 30 ml of methanol in the presence of 0.70 g (10.0 mmol) of hydroxylamine hydrochloride and 0.82 g (10.0 mmol) of sodium acetate. Then, methanol was distilled off, and the precipitate thereby formed was washed with isopropanol, and the mother liquor was distilled under reduced pressure. Diethyl ether was added to the residue thereby obtained for crystallization to give 0.45 g of the desired product as colorl...